Dataset: the Open Reaction Database (ORD), a public repository of structured organic reaction records. Task: describe an organic reaction: reactants, conditions, products, and yield The reactants are CC1=C(C(=NO1)C1=CC=CC=C1)CN ((5-methyl-3-phenyl-4-isoxazolyl)methylamine), O1CCC(CC1)NC(=O)C1=CN=C(S1)Cl (2-chloro-thiazole-5-carboxylic acid (tetrahydro-pyran-4-yl)-amide). The solvent is CN(C)C=O (DMF). The product is O1CCC(CC1)NC(=O)C1=CN=C(S1)NCC=1C(=NOC1C)C1=CC=CC=C1 (2-[(5-Methyl-3-phenyl-isoxazol-4-ylmethyl)-amino]-thiazole-5-carboxylic acid (tetra-hydro-pyran-4-yl)-amide). Isolated yield 5.7%. RXN SMILES: [CH3:1][C:2]1[O:6][N:5]=[C:4]([C:7]2[CH:12]=[CH:11][CH:10]=[CH:9][CH:8]=2)[C:3]=1[CH2:13][NH2:14].[O:15]1[CH2:20][CH2:19][CH:18]([NH:21][C:22]([C:24]2[S:28][C:27](Cl)=[N:26][CH:25]=2)=[O:23])[CH2:17][CH2:16]1>CN(C=O)C>[O:15]1[CH2:20][CH2:19][CH:18]([NH:21][C:22]([C:24]2[S:28][C:27]([NH:14][CH2:13][C:3]3[C:4]([C:7]4[CH:12]=[CH:11][CH:10]=[CH:9][CH:8]=4)=[N:5][O:6][C:2]=3[CH3:1])=[N:26][CH:25]=2)=[O:23])[CH2:17][CH2:16]1. Procedure details: A stirred solution of (5-methyl-3-phenyl-4-isoxazolyl)methylamine (100 mg, 0.53 mmol) and 2-chloro-thiazole-5-carboxylic acid (tetrahydro-pyran-4-yl)-amide (131 mg, 0.53 mmol) in DMF (3 mL) was heated at 150° C. under microwave irradiation for 1 h. The reaction mixture was cooled and concentrated in vacuo, then purified by chromatography (silica, 0 to 3% methanol in dichloromethane) to give the title compound (12 mg, 6%) as a white solid. MS: m/e=399.1 [M+H]+. The reactants are ClC1=CC(=C(C=C1)N1C(=C(C=C1CCO)C(=O)NC1=CC=C(C=C1)S(=O)(=O)C)C)C(F)(F)F (1-[4-Chloro-2-(trifluoromethyl)phenyl]-5-(2-hydroxyethyl)-2-methyl-N-[4-(methylsulfonyl)phenyl]-1H-pyrrole-3-carboxamide), CC(=O)OI1(C=2C=CC=CC2C(=O)O1)(OC(=O)C)OC(=O)C (Dess-Martin reagent). The solvent is C(C)(=O)OCC (ethyl acetate), ClCCl (dichloromethane). Reaction conditions: time 1 hour. Product: ClC1=CC(=C(C=C1)N1C(=C(C=C1CC=O)C(=O)NC1=CC=C(C=C1)S(=O)(=O)C)C)C(F)(F)F (1-[4-chloro-2-(trifluoromethyl)phenyl]-2-methyl-N-[4-(methylsulfonyl)phenyl]-5-(2-oxoethyl)-1H-pyrrole-3-carboxamide). Isolated yield 85.2%. RXN SMILES: [Cl:1][C:2]1[CH:7]=[CH:6][C:5]([N:8]2[C:12]([CH2:13][CH2:14][OH:15])=[CH:11][C:10]([C:16]([NH:18][C:19]3[CH:24]=[CH:23][C:22]([S:25]([CH3:28])(=[O:27])=[O:26])=[CH:21][CH:20]=3)=[O:17])=[C:9]2[CH3:29])=[C:4]([C:30]([F:33])([F:32])[F:31])[CH:3]=1.CC(OI1(OC(C)=O)(OC(C)=O)OC(=O)C2C=CC=CC1=2)=O>ClCCl.C(OCC)(=O)C>[Cl:1][C:2]1[CH:7]=[CH:6][C:5]([N:8]2[C:12]([CH2:13][CH:14]=[O:15])=[CH:11][C:10]([C:16]([NH:18][C:19]3[CH:24]=[CH:23][C:22]([S:25]([CH3:28])(=[O:27])=[O:26])=[CH:21][CH:20]=3)=[O:17])=[C:9]2[CH3:29])=[C:4]([C:30]([F:31])([F:33])[F:32])[CH:3]=1. Procedure: To a solution of the compound (1.0 g, 2.0 mmol) of Example 1 in dichloromethane (10 mL), Dess-Martin reagent (1.3 g, 3.0 mmol) was added at 0° C. The reaction temperature was raised to room temperature, and after the mixture was further stirred for 1 hour, it was diluted with ethyl acetate and the organic layer was washed with an aqueous sodium hydrogencarbonate solution, an aqueous sodium thiosulfate solution, water and saturated brine. After the solution was dried with sodium sulfate, it was f... Reactants: ClCCl, COc1c(C)cc(C(=O)O)cc1C, Cc1cc(Cc2ccccc2)sc1C, CN(C)C=O, O=C(Cl)C(=O)Cl, Cl[Sn](Cl)(Cl)Cl. Yields the product COc1c(C)cc(C(=O)c2c(Cc3ccccc3)sc(C)c2C)cc1C. RXN SMILES: [CH2:39]([Cl:40])[Cl:41].[CH3:1][c:2]1[cH:3][c:4]([C:5](=[O:6])[OH:7])[cH:8][c:9]([CH3:13])[c:10]1[O:11][CH3:12].[CH3:20][c:21]1[s:22][c:23]([CH2:27][c:28]2[cH:29][cH:30][cH:31][cH:32][cH:33]2)[cH:24][c:25]1[CH3:26].[CH3:42][N:43]([CH3:44])[CH:45]=[O:46].[Cl:14][C:15]([C:16]([Cl:17])=[O:18])=[O:19].[Sn:34]([Cl:35])([Cl:36])([Cl:37])[Cl:38]>>[CH3:1][c:2]1[cH:3][c:4]([C:5](=[O:7])[c:24]2[c:23]([CH2:27][c:28]3[cH:29][cH:30][cH:31][cH:32][cH:33]3)[s:22][c:21]([CH3:20])[c:25]2[CH3:26])[cH:8][c:9]([CH3:13])[c:10]1[O:11][CH3:12]. Reactants: C(C)(C)(C)[C@H]1CC[C@H](CC1)NC1=NC=NC(=C1)Cl (4-(cis-4-tert-butylcyclohexylamino)-6-chloropyrimidine), I (hydroiodic acid). The product is C(C)(C)(C)[C@H]1CC[C@H](CC1)NC1=NC=NC(=C1)I (4-(cis-4-tert-butylcyclohexylamino)-6-iodopyrimidine). RXN SMILES: [C:1]([C@@H:5]1[CH2:10][CH2:9][C@H:8]([NH:11][C:12]2[CH:17]=[C:16](Cl)[N:15]=[CH:14][N:13]=2)[CH2:7][CH2:6]1)([CH3:4])([CH3:3])[CH3:2].[IH:19]>>[C:1]([C@@H:5]1[CH2:10][CH2:9][C@H:8]([NH:11][C:12]2[CH:17]=[C:16]([I:19])[N:15]=[CH:14][N:13]=2)[CH2:7][CH2:6]1)([CH3:4])([CH3:3])[CH3:2]. Procedure: 2.0 g (7.5 mmol) of 4-(cis-4-tert-butylcyclohexylamino)-6-chloropyrimidine were heated at reflux for 5 hours in 20 ml of aqueous hydroiodic acid (57% strength). After cooling the mixture was filtered with suction, the solid was suspended in water and the suspension was rendered basic using ammonia solution. It was extracted with dichloromethane and the organic phase was dried and concentrated, to leave 1.2 g (44.5% of theory) of colorless resin which gradually crystallized. Starting materials: ClC1=CC=C(C(=O)C2=CC=C(CN3C=NC4=C3C(=NN(C4=O)C)Cl)C=C2)C=C1 (1-[4-(4-chlorobenzoyl)benzyl]-5-methyl-7-chloroimidazo[4,5-d]pyridazin-4(5H)-one), compound, O (water), C[O-].[Na+].CO (sodium methoxide methanol). The solvent is CO (methanol). Yields the product ClC1=CC=C(C(=O)C2=CC=C(CN3C=NC4=C3C(=NN(C4=O)C)OC)C=C2)C=C1 (1-[4-(4-Chlorobenzoyl)benzyl]-5-methyl-7-methoxy-imidazo[4,5-d]pyridazin-4(5H)-one). Yield: 39.0%. RXN SMILES: [Cl:1][C:2]1[CH:28]=[CH:27][C:5]([C:6]([C:8]2[CH:26]=[CH:25][C:11]([CH2:12][N:13]3[C:17]4[C:18](Cl)=[N:19][N:20]([CH3:23])[C:21](=[O:22])[C:16]=4[N:15]=[CH:14]3)=[CH:10][CH:9]=2)=[O:7])=[CH:4][CH:3]=1.[CH3:29][O-:30].[Na+].CO.O>CO>[Cl:1][C:2]1[CH:28]=[CH:27][C:5]([C:6]([C:8]2[CH:9]=[CH:10][C:11]([CH2:12][N:13]3[C:17]4[C:18]([O:30][CH3:29])=[N:19][N:20]([CH3:23])[C:21](=[O:22])[C:16]=4[N:15]=[CH:14]3)=[CH:25][CH:26]=2)=[O:7])=[CH:4][CH:3]=1 |f:1.2.3|. Procedure details: The procedure of Example 34 was repeated except that 1-[4-(4-chlorobenzoyl)benzyl]-5-methyl-7-chloroimidazo[4,5-d]pyridazin-4(5H)-one was used as the starting compound. Thus, this starting compound (52 mg) was dissolved in methanol (5 ml) followed by addition of 28% sodium methoxide/methanol (0.5 ml), and the mixture was refluxed for 3 hours. To this reaction mixture was added a large quantity of water and the resulting crystals were rinsed with water and dried under reduced pressure to provide ... Reactants: C1(=CC=CC=C1)CN1C2=CC=CC(=C2C=2C(CCCC12)=O)C(=O)OC (9-[(phenyl)methyl]-5-carbomethoxy-1,2-dihydrocarbazol-4(3H)-one), ClC=1C(C(=C(C(C1Cl)=O)C#N)C#N)=O (2,3-dichloro-5,6-dicyano-1,4-benzoquinone). Solvent: C1(=CC=CC=C1)C (toluene). The product is C1(=CC=CC=C1)CN1C2=CC=CC(=C2C=2C(=CC=CC12)O)C(=O)OC (9-[(phenyl)methyl]-4-hydroxy-5-carbomethoxy carbazole). The yield is 28.2%. RXN SMILES: [C:1]1([CH2:7][N:8]2[C:20]3[CH2:19][CH2:18][CH2:17][C:16](=[O:21])[C:15]=3[C:14]3[C:9]2=[CH:10][CH:11]=[CH:12][C:13]=3[C:22]([O:24][CH3:25])=[O:23])[CH:6]=[CH:5][CH:4]=[CH:3][CH:2]=1.ClC1C(=O)C(C#N)=C(C#N)C(=O)C=1Cl>C1(C)C=CC=CC=1>[C:1]1([CH2:7][N:8]2[C:20]3[CH:19]=[CH:18][CH:17]=[C:16]([OH:21])[C:15]=3[C:14]3[C:9]2=[CH:10][CH:11]=[CH:12][C:13]=3[C:22]([O:24][CH3:25])=[O:23])[CH:6]=[CH:5][CH:4]=[CH:3][CH:2]=1. Procedure details: A solution of the 9-[(phenyl)methyl]-5-carbomethoxy-1,2-dihydrocarbazol-4(3H)-one (1.5 g, 4.5 mM) and 2,3-dichloro-5,6-dicyano-1,4-benzoquinone (1.12 g, 5.0 mM) in 25 mL of toluene was stirred between 80-90° C. for 6 h. The mixture was purified directly by column chromatography on silica gel (elution with methylene chloride/ethyl acetate) to afford 420 mg (28%) of the 9-[(phenyl)methyl]-4-hydroxy-5-carbomethoxy carbazole as a yellow solid. 1H NMR (DMSO-d6) δ10.25 (s, 1H), 7.7 (d, 1H, J=8 Hz), 7.... Starting materials: COC1=C(C=C(C=2CCCC12)C=O)C (7-Methoxy-6-methyl-indan-4-carbaldehyde), C(C)(=O)CC(C)=O (Acetyl acetone), [H][H] (Hydrogen). The reagents and catalysts are [Pd] (Palladium). The solvent is CO (Methanol), C1(=CC=CC=C1)C (Toluene), N1CCCCC1 (Piperidine), C(C)(=O)O (Acetic acid). Yields the product COC=1C(=CC(=C2CCCC12)CC(C(C)=O)C(C)=O)C (3-(7-Methoxy-6-methyl-indan-4-ylmethyl)-pentane-2,4-dione). Yield: 25.2%. Reaction SMILES: [CH3:1][O:2][C:3]1[C:11]2[CH2:10][CH2:9][CH2:8][C:7]=2[C:6]([CH:12]=O)=[CH:5][C:4]=1[CH3:14].[C:15]([CH2:18][C:19](=[O:21])[CH3:20])(=[O:17])[CH3:16].[H][H]>C1(C)C=CC=CC=1.N1CCCCC1.C(O)(=O)C.CO.[Pd]>[CH3:1][O:2][C:3]1[C:4]([CH3:14])=[CH:5][C:6]([CH2:12][CH:18]([C:19](=[O:21])[CH3:20])[C:15](=[O:17])[CH3:16])=[C:7]2[C:11]=1[CH2:10][CH2:9][CH2:8]2. Reported procedure: To the solution of 7-Methoxy-6-methyl-indan-4-carbaldehyde (8.0 gm 0.042 mole) and Acetyl acetone (4.63 gm, 0.046 mole) in Toluene (80 ml), Piperidine (0.5 ml) and Acetic acid (0.5 ml) were added. The reaction mixture was refluxed over 3 A° molecular sieve using dean stark apparatus for 24 hours. Toluene was distilled under vacuum to give a crude product, which was purified by column chromatography using 5% Ethyl acetate in Hexane. The fractions were distilled to give 3.0 gm of condensed product... Reactants: CC#N, CC(C)C(OC(=O)ON1C(=O)CCC1=O)OC(=O)C1CCCCC1, NC(CO)C(=O)O, O. Yields the product CC(C)C(OC(=O)NC(CO)C(=O)O)OC(=O)C1CCCCC1. As a reaction SMILES: [C:33](#[N:34])[CH3:35].[CH:8]1([C:14](=[O:15])[O:16][CH:17]([CH:18]([CH3:19])[CH3:20])[O:21][C:22](=[O:23])[O:24][N:25]2[C:26](=[O:27])[CH2:28][CH2:29][C:30]2=[O:31])[CH2:9][CH2:10][CH2:11][CH2:12][CH2:13]1.[NH2:1][CH:2]([CH2:3][OH:4])[C:5]([OH:6])=[O:7].[OH2:32]>>[NH:1]([CH:2]([CH2:3][OH:4])[C:5]([OH:6])=[O:7])[C:22]([O:21][CH:17]([O:16][C:14]([CH:8]1[CH2:9][CH2:10][CH2:11][CH2:12][CH2:13]1)=[O:15])[CH:18]([CH3:19])[CH3:20])=[O:23].